Dataset: the Open Reaction Database (ORD), a public repository of structured organic reaction records. Task: describe an organic reaction: reactants, conditions, products, and yield The reactants are C(Cl)Cl (CH2Cl2), [BH4-].[Na+] (Sodium borohydride), C(C)(=O)O[C@H]1[C@@H](O[C@@H]([C@H]1OC(C)=O)COC(C)=O)N1C=NC=2C(=O)NC(NCSC3=CC=C(C=C3)C)=NC12 (2′,3′,5′-Tri-O-acetyl-2-N-(p-methylphenylthiomethyl)guanosine), P(=O)(O)(O)[O-].[K+] (potassium dihydrogen phosphate), C17H21N5O8. Run in CO (MeOH), CS(=O)C (dimethyl sulfoxide). Conditions: temperature 100 celsius. Product: C(C)(=O)O[C@H]1[C@@H](O[C@@H]([C@H]1OC(C)=O)COC(C)=O)N1C=NC=2C(=O)NC(NC)=NC12 (2′,3′,5′-Tri-O-acetyl-2-N-methylguanosine). The yield is 75.0%. As a reaction SMILES: [BH4-].[Na+].[C:3]([O:6][C@@H:7]1[C@H:11]([O:12][C:13](=[O:15])[CH3:14])[C@@H:10]([CH2:16][O:17][C:18](=[O:20])[CH3:19])[O:9][C@H:8]1[N:21]1[C:40]2[N:39]=[C:28]([NH:29][CH2:30]SC3C=CC(C)=CC=3)[NH:27][C:25](=[O:26])[C:24]=2[N:23]=[CH:22]1)(=[O:5])[CH3:4].P([O-])(O)(O)=O.[K+].C(Cl)Cl>CS(C)=O.CO>[C:3]([O:6][C@@H:7]1[C@H:11]([O:12][C:13](=[O:15])[CH3:14])[C@@H:10]([CH2:16][O:17][C:18](=[O:20])[CH3:19])[O:9][C@H:8]1[N:21]1[C:40]2[N:39]=[C:28]([NH:29][CH3:30])[NH:27][C:25](=[O:26])[C:24]=2[N:23]=[CH:22]1)(=[O:5])[CH3:4] |f:0.1,3.4|. Procedure details: Sodium borohydride (625 mg, 16.5 mmol, 1.82 eq) was added to a solution of 2′,3′,5′-tri-O-acetyl-2-N-(p-methylphenylthiomethyl)guanosine 2 (5.0 g, 9.2 mmol, 1.0 eq) in dimethyl sulfoxide (25 mL). The mixture was heated at 100° C. for 1 h and then cooled to room temperature. Reaction products were neutralized with 1 M aqueous potassium dihydrogen phosphate solution. The precipitate obtained was collected by filtration and further washed with acetone. The residue was chromatographed on a column of... The reactants are CNCC[C@@H](C1=CC=CS1)OC=2C=CC=C3C2C=CC=C3 (duloxetine), C(C)(=O)C=1SC=CC1 (2-acetylthiophene), CNC (dimethylamine), C1CN1P(=O)(NCCC(=O)C2=CN=CC=C2)OC3=CC=C(C=C3)OP(=O)(NCCC(=O)C4=CN=CC=C4)N5CC5 (A-273), A-650965, C=O (formaldehyde). Yields the product CN(CCC(=O)C=1SC=CC1)C (3-dimethylamino-1-(2-thienyl)-1-propanone). Reaction SMILES: [CH3:1][NH:2][CH2:3][CH2:4][C@H:5]([O:11]C1C=CC=C2C=CC=CC=12)[C:6]1[S:10][CH:9]=[CH:8][CH:7]=1.[CH2:22]1N(P(OC2C=CC(OP(N3CC3)(NCCC(C3C=CC=NC=3)=O)=O)=CC=2)(NCCC(C2C=CC=NC=2)=O)=O)C1.C(C1SC=CC=1)(=O)C.CNC.C=O>>[CH3:22][N:2]([CH3:1])[CH2:3][CH2:4][C:5]([C:6]1[S:10][CH:9]=[CH:8][CH:7]=1)=[O:11]. Procedure details: Synthesis of duloxetine is described in detail in EP-A-273 658, EP-A-457 559 and EP-A-650965, starting from 2-acetylthiophene, an aminomethylation with dimethylamine and formaldehyde (Mannich reaction) is carried out in step-A. The 3-dimethylamino-1-(2-thienyl)-1-propanone formed is reduced to the corresponding alcohol 1-hydroxy-1-(2-thenyl)-3-dimethylaminopropane by means of complex hydrides in step B. The alcohol is then converted in step C with an alkali metal hydride and 1-fluoro-naphthalene... Starting materials: solid, ClC1=CC=C(C=C1)C=1C(=NN2C1N=CC=C2OCC)C2=C(C=CC=C2)Cl (3-(4-chlorophenyl)-2-(2-chlorophenyl)-7-ethoxypyrazolo[1,5-a]pyrimidine), [OH-].C(CCC)[N+](CCCC)(CCCC)CCCC (tetrabutylammonium hydroxide), Cl (HCl). Solvent: C(C)(=O)OCC (ethyl acetate), C(C)(=O)OCC (ethyl acetate), O (water), C1CCOC1 (THF), O (water), O (water). Reaction conditions: temperature 60 celsius. The product is ClC1=CC=C(C=C1)C=1C(=NN2C1N=CC=C2O)C2=C(C=CC=C2)Cl (3-(4-Chlorophenyl)-2-(2-chlorophenyl)-pyrazolo[1,5-a]pyrimidin-7-ol). Reaction SMILES: [Cl:1][C:2]1[CH:7]=[CH:6][C:5]([C:8]2[C:9]([C:20]3[CH:25]=[CH:24][CH:23]=[CH:22][C:21]=3[Cl:26])=[N:10][N:11]3[C:16]([O:17]CC)=[CH:15][CH:14]=[N:13][C:12]=23)=[CH:4][CH:3]=1.[OH-].C([N+](CCCC)(CCCC)CCCC)CCC.Cl>C1COCC1.C(OCC)(=O)C.O>[Cl:1][C:2]1[CH:3]=[CH:4][C:5]([C:8]2[C:9]([C:20]3[CH:25]=[CH:24][CH:23]=[CH:22][C:21]=3[Cl:26])=[N:10][N:11]3[C:16]([OH:17])=[CH:15][CH:14]=[N:13][C:12]=23)=[CH:6][CH:7]=1 |f:1.2|. Procedure details: To a solution of 3-(4-chlorophenyl)-2-(2-chlorophenyl)-7-ethoxypyrazolo[1,5-a]pyrimidine (11A-1; 250 mg, 0.653 mmol) in THF (6.5 ml) was added water (1.5 ml) and 1M tetrabutylammonium hydroxide in water (3.3 ml, 3.3 mmol). The reaction was heated at 60° C. overnight, cooled, diluted with ethyl acetate and water, and then adjusted to pH 4.5 with 1M aqueous HCl. The aqueous layer was separated and extracted with ethyl acetate. The combined organic layers were washed with brine, dried (MgSO4), and ...